This data is from the Open Reaction Database (ORD), a public repository of structured organic reaction records. The task is: describe an organic reaction: reactants, conditions, products, and yield Procedure: Cyclopentyl-thiourea was prepared following procedure D using cyclopentyl amine (2.4 g, 28 mmol), and Fmoc-isothiocyanate (5.6 g, 20 mmol). Purification (Silica gel, ethyl acetate/hexane 1:1, 100%) provided the product (1.6 g) as white a solid. LCMS m/z: 145 (M+1)+. Reaction SMILES: [CH:1]1([NH2:6])[CH2:5][CH2:4][CH2:3][CH2:2]1.C([N:24]=[C:25]=[S:26])(OCC1C2C(=CC=CC=2)C2C1=CC=CC=2)=O>>[CH:1]1([NH:6][C:25]([NH2:24])=[S:26])[CH2:5][CH2:4][CH2:3][CH2:2]1. Product: C1(CCCC1)NC(=S)N (Cyclopentyl-thiourea), product. Starting materials: C1(CCCC1)N (cyclopentyl amine), C(=O)(OCC1C2=CC=CC=C2C2=CC=CC=C12)N=C=S (Fmoc-isothiocyanate). The reactants are OCc1c(Cl)cncc1Br, O=C([O-])[O-], CC1(C)OB(c2ccc(C#N)c(Cl)c2)OC1(C)C, ClCCl, [Na+], [Na+], CN(C)C=O. The product is N#Cc1ccc(-c2cncc(Cl)c2CO)cc1Cl. RXN SMILES: [Br:19][c:20]1[cH:21][n:22][cH:23][c:24]([Cl:28])[c:25]1[CH2:26][OH:27].[C:32](=[O:33])([O-:34])[O-:35].[Cl:1][c:2]1[c:3]([C:4]#[N:5])[cH:6][cH:7][c:8]([B:10]2[O:11][C:12]([CH3:13])([CH3:14])[C:15]([CH3:16])([CH3:17])[O:18]2)[cH:9]1.[Cl:29][CH2:30][Cl:31].[Na+:36].[Na+:37].[O:38]=[CH:39][N:40]([CH3:41])[CH3:42]>>[Cl:1][c:2]1[c:3]([C:4]#[N:5])[cH:6][cH:7][c:8](-[c:20]2[cH:21][n:22][cH:23][c:24]([Cl:28])[c:25]2[CH2:26][OH:27])[cH:9]1. Reactants: [H][H] (hydrogen), C1(=CC=CC=C1)C=CC=CC1=CC=CC=C1 (1,4-diphenyl-1,3-butadiene), C1(=CC=CC=C1)C=CC=CC1=CC=CC=C1 (1,4-diphenyl-1,3-butadiene). Solvent: C1CCOC1 (THF). Conditions: time 5 minute. Yields the product C1(=CC=CC=C1)CCCCC1=CC=CC=C1 (1,4-diphenylbutane). Yield: 100.0%. As a reaction SMILES: [H][H].[C:3]1([CH:9]=[CH:10][CH:11]=[CH:12][C:13]2[CH:18]=[CH:17][CH:16]=[CH:15][CH:14]=2)[CH:8]=[CH:7][CH:6]=[CH:5][CH:4]=1>C1COCC1>[C:3]1([CH2:9][CH2:10][CH2:11][CH2:12][C:13]2[CH:14]=[CH:15][CH:16]=[CH:17][CH:18]=2)[CH:8]=[CH:7][CH:6]=[CH:5][CH:4]=1. Procedure details: In Example 4, hydrogenation reaction was conducted under the same condition as Example 1 for THF diluted solution concentration of the substance to be reduced, its flow rate, and hydrogen 9 flow rate, using 1,4-diphenyl-1,3-butadiene as the substance to be reduced. The reaction time was within five minutes. The analytical result of the reaction product by 1H-NMR showed almost complete hydrogenation of 1,4-diphenyl-1,3-butadiene, and 1,4-diphenylbutane was obtained at about 100% yield (See FIG. 6... Reactants: BrC=1C=C(CN(C(=O)C2=C(C=C(C(=C2)C(=O)O)C(=O)O)C(=O)O)[C@H]2CCCC3=CC=CC=C23)C=CC1 (5-({(3-bromobenzyl)[(1S)-1,2,3,4-tetrahydro-1-naphthalenyl]amino}carbonyl)-1,2,4-benzenetricarboxylic acid), ClC1=CC=C(C=C1)B(O)O (4-chlorophenylboronic acid). Product: ClC1=CC=C(C=C1)C1=CC(=CC=C1)CN(C(=O)C1=C(C=C(C(=C1)C(=O)O)C(=O)O)C(=O)O)[C@H]1CCCC2=CC=CC=C12 (5-({[(4′-chloro[1,1′-biphenyl]-3-yl)methyl][(1S)-1,2,3,4-tetrahydro-1-naphthalenyl]amino}carbonyl)-1,2,4-benzenetricarboxylic acid). RXN SMILES: Br[C:2]1[CH:3]=[C:4]([CH:34]=[CH:35][CH:36]=1)[CH2:5][N:6]([C@@H:24]1[C:33]2[C:28](=[CH:29][CH:30]=[CH:31][CH:32]=2)[CH2:27][CH2:26][CH2:25]1)[C:7]([C:9]1[CH:14]=[C:13]([C:15]([OH:17])=[O:16])[C:12]([C:18]([OH:20])=[O:19])=[CH:11][C:10]=1[C:21]([OH:23])=[O:22])=[O:8].[Cl:37][C:38]1[CH:43]=[CH:42][C:41](B(O)O)=[CH:40][CH:39]=1>>[Cl:37][C:38]1[CH:43]=[CH:42][C:41]([C:2]2[CH:36]=[CH:35][CH:34]=[C:4]([CH2:5][N:6]([C@@H:24]3[C:33]4[C:28](=[CH:29][CH:30]=[CH:31][CH:32]=4)[CH2:27][CH2:26][CH2:25]3)[C:7]([C:9]3[CH:14]=[C:13]([C:15]([OH:17])=[O:16])[C:12]([C:18]([OH:20])=[O:19])=[CH:11][C:10]=3[C:21]([OH:23])=[O:22])=[O:8])[CH:3]=2)=[CH:40][CH:39]=1. Procedure details: The product from Example 15B (165 mg, 0.3 mmol) and 4-chlorophenylboronic acid were processed as described in Example 85 to provide the title compound.